Dataset: the Open Reaction Database (ORD), a public repository of structured organic reaction records. Task: describe an organic reaction: reactants, conditions, products, and yield Reactants: C1CCOC1, COCC(C)O, CC(C)OC(=O)N=NC(=O)OC(C)C, COC(=O)c1cc(O)cc(Oc2ccc3c(c2)OCCN(C)C3=O)c1, c1ccc(P(c2ccccc2)c2ccccc2)cc1. The product is COCC(C)Oc1cc(Oc2ccc3c(c2)OCCN(C)C3=O)cc(C(=O)OC)c1. As a reaction SMILES: [CH2:65]1[O:66][CH2:67][CH2:68][CH2:69]1.[CH3:59][O:60][CH2:61][CH:62]([CH3:63])[OH:64].[O:1]=[C:2]([O:3][CH:4]([CH3:5])[CH3:6])[N:7]=[N:8][C:9]([O:10][CH:11]([CH3:12])[CH3:13])=[O:14].[OH:15][c:16]1[cH:17][c:18]([C:19](=[O:20])[O:21][CH3:22])[cH:23][c:24]([O:26][c:27]2[cH:28][c:29]3[c:30]([cH:38][cH:39]2)[C:31](=[O:37])[N:32]([CH3:36])[CH2:33][CH2:34][O:35]3)[cH:25]1.[c:40]1([P:41]([c:42]2[cH:43][cH:44][cH:45][cH:46][cH:47]2)[c:48]2[cH:49][cH:50][cH:51][cH:52][cH:53]2)[cH:54][cH:55][cH:56][cH:57][cH:58]1>>[O:15]([c:16]1[cH:17][c:18]([C:19](=[O:20])[O:21][CH3:22])[cH:23][c:24]([O:26][c:27]2[cH:28][c:29]3[c:30]([cH:38][cH:39]2)[C:31](=[O:37])[N:32]([CH3:36])[CH2:33][CH2:34][O:35]3)[cH:25]1)[CH:62]([CH2:61][O:60][CH3:59])[CH3:63]. Reactants: C1CCOC1, COC(=O)c1ccc(C2CC2)c(Nc2ccc(Cl)cc2Cl)n1, [Li+], [OH-], O, O. Reaction SMILES: [CH2:26]1[O:27][CH2:28][CH2:29][CH2:30]1.[CH3:1][O:2][C:3](=[O:4])[c:5]1[n:6][c:7]([NH:14][c:15]2[c:16]([Cl:22])[cH:17][c:18]([Cl:21])[cH:19][cH:20]2)[c:8]([CH:11]2[CH2:12][CH2:13]2)[cH:9][cH:10]1.[Li+:25].[OH-:24].[OH2:23].[OH2:31]>>[O:2]=[C:3]([OH:4])[c:5]1[n:6][c:7]([NH:14][c:15]2[c:16]([Cl:22])[cH:17][c:18]([Cl:21])[cH:19][cH:20]2)[c:8]([CH:11]2[CH2:12][CH2:13]2)[cH:9][cH:10]1. Product: O=C(O)c1ccc(C2CC2)c(Nc2ccc(Cl)cc2Cl)n1. Procedure details: To a solution of 1.15 g (3.65 mmol) of 5-butylidene-3-[2-(imidazo[1,2-a]pyridin-5-yl)ethyl]thiazolidine-2,4-dione in 50 ml of methanol, 0.33 ml of concentrated hydrochloric acid was added. After the solvent was distilled off, the residue was washed with diethyl ether to yield 1.00 g (77.9%, light yellow solid) of the desired product. Product: Cl.C(CCC)=C1C(N(C(S1)=O)CCC1=CC=CC=2N1C=CN2)=O (5-butylidene-3-[2-(imidazo[1,2-a]pyridin-5-yl)ethyl]thiazolidine-2,4-dione hydrochloride). RXN SMILES: [CH:1](=[C:5]1[S:9][C:8](=[O:10])[N:7]([CH2:11][CH2:12][C:13]2[N:18]3[CH:19]=[CH:20][N:21]=[C:17]3[CH:16]=[CH:15][CH:14]=2)[C:6]1=[O:22])[CH2:2][CH2:3][CH3:4].[ClH:23]>CO>[ClH:23].[CH:1](=[C:5]1[S:9][C:8](=[O:10])[N:7]([CH2:11][CH2:12][C:13]2[N:18]3[CH:19]=[CH:20][N:21]=[C:17]3[CH:16]=[CH:15][CH:14]=2)[C:6]1=[O:22])[CH2:2][CH2:3][CH3:4] |f:3.4|. Starting materials: C(CCC)=C1C(N(C(S1)=O)CCC1=CC=CC=2N1C=CN2)=O (5-butylidene-3-[2-(imidazo[1,2-a]pyridin-5-yl)ethyl]thiazolidine-2,4-dione), Cl (hydrochloric acid). Solvent: CO (methanol). Reactants: C(C)(C)(C)OC(=O)NC(C(=O)OC)P(=O)(OC)OC (Methyl [(tert-butoxycarbonyl)amino](dimethoxyphosphoryl)acetate), N12CCCCCC2=NCCC1 (1,8-diazabicyclo[5.4.0]undec-7-ene), C(C)(C)(C)N1S(C(CC1=O)C1=C(C=C(C=O)C=C1)F)(=O)=O (4-(2-tert-butyl-1,1-dioxido-3-oxoisothiazolidin-5-yl)-3-fluorobenzaldehyde). The solvent is C(Cl)Cl (methylene chloride), C(Cl)Cl (methylene chloride). Reaction conditions: time 1 hour. Product: C(C)(C)(C)OC(=O)N\C(\C(=O)OC)=C/C1=CC(=C(C=C1)C1CC(N(S1(=O)=O)C(C)(C)C)=O)F (Methyl (2Z)-2-[(tert-butoxycarbonyl)amino]-3-[4-(2-tert-butyl-1,1-dioxido-3-oxoisothiazolidin-5-yl)-3-fluorophenyl]acrylate). The yield is 77.1%. As a reaction SMILES: [C:1]([O:5][C:6]([NH:8][CH:9](P(OC)(OC)=O)[C:10]([O:12][CH3:13])=[O:11])=[O:7])([CH3:4])([CH3:3])[CH3:2].N12CCCN=C1CCCCC2.[C:31]([N:35]1[C:39](=[O:40])[CH2:38][CH:37]([C:41]2[CH:48]=[CH:47][C:44]([CH:45]=O)=[CH:43][C:42]=2[F:49])[S:36]1(=[O:51])=[O:50])([CH3:34])([CH3:33])[CH3:32]>C(Cl)Cl>[C:1]([O:5][C:6]([NH:8]/[C:9](=[CH:45]\[C:44]1[CH:47]=[CH:48][C:41]([CH:37]2[S:36](=[O:51])(=[O:50])[N:35]([C:31]([CH3:32])([CH3:34])[CH3:33])[C:39](=[O:40])[CH2:38]2)=[C:42]([F:49])[CH:43]=1)/[C:10]([O:12][CH3:13])=[O:11])=[O:7])([CH3:2])([CH3:3])[CH3:4]. Reported procedure: Methyl [(tert-butoxycarbonyl)amino](dimethoxyphosphoryl)acetate (3.53 g, 11.9 mmol) in methylene chloride (180 mL) was treated with 1,8-diazabicyclo[5.4.0]undec-7-ene (1.92 mL, 12.9 mmol). After five minutes 4-(2-tert-butyl-1,1-dioxido-3-oxoisothiazolidin-5-yl)-3-fluorobenzaldehyde (3.1 g, 9.9 mmol) was added and the solution stirred at rt for 1 h. The solution was diluted with methylene chloride (50 mL), washed with 1 N aqueous hydrochloric acid solution (250 mL), and the organic phase dried ov... Starting materials: C(C)(=O)OC1C(CC(C1)COC(C)=O)N1C(=NC2=C1C=C(C(=C2)Cl)Cl)Br (4-(Acetoxymethyl)-2-(2-bromo-5,6-dichloro-1H-benzimidazol-1-yl)-cyclopentyl acetate), C1(CC1)N (cyclopropylamine). The product is C1(CC1)NC1=NC2=C(N1C1C(CC(C1)CO)O)C=C(C(=C2)Cl)Cl (2-(2-Cyclopropylamino-5,6-dichloro-1H-benzimidazol-1-yl)-4-(hydroxymethyl)cyclopentanol). Reaction SMILES: C([O:4][CH:5]1[CH2:9][CH:8]([CH2:10][O:11]C(=O)C)[CH2:7][CH:6]1[N:15]1[C:19]2[CH:20]=[C:21]([Cl:25])[C:22]([Cl:24])=[CH:23][C:18]=2[N:17]=[C:16]1Br)(=O)C.[CH:27]1([NH2:30])[CH2:29][CH2:28]1>>[CH:27]1([NH:30][C:16]2[N:15]([CH:6]3[CH2:7][CH:8]([CH2:10][OH:11])[CH2:9][CH:5]3[OH:4])[C:19]3[CH:20]=[C:21]([Cl:25])[C:22]([Cl:24])=[CH:23][C:18]=3[N:17]=2)[CH2:29][CH2:28]1. Procedure: (±)-(1R*, 2R*, 4S*)-4-(Acetoxymethyl)-2-(2-bromo-5,6-dichloro-1H-benzimidazol-1-yl)-cyclopentyl acetate (500 mg, 1.50 mmol) was reacted with cyclopropylamine (0.73 mL) in the manner of Example 74. Crude product was chromatographed on silica gel and title compound eluted with 5% methanol-ethyl acetate as a colorless glass which solidified from ethyl acetate-hexanes to white powder (180 mg, 48%), m.p. 251°-253° C.; 1H-NMR(DMSO-d6)δ: 7.54 and 7.45 (both s, 2, aromatic CH), 5.04 (d, J=5.1 Hz, 1, OH)... Reactants: C(C1=CC=CC=C1)OC1=C(C=CC=C1)Br (2-benzyloxybromobenzene), [Mg] (magnesium), Cl (hydrochloric acid), N1C(C(C2=CC3=C(C=C12)CCC3)=O)=O (1,5,6,7-tetrahydrocyclopenta[f]indol-2,3-dione). The solvent is C(C)OCC (diethyl ether), C(C)OCC (diethyl ether), O1CCCC1 (tetrahydrofuran), C(C)(=O)OCC (ethyl acetate). Reaction conditions: time 16 hour. Yields the product C(C1=CC=CC=C1)OC1=C(C=CC=C1)C1(C(NC2=CC3=C(C=C12)CCC3)=O)O (3-[2-(benzyloxy)phenyl]-3-hydroxy-3,5,6,7-tetrahydrocyclopenta[f]indol-2(1H)-one). The yield is 37.0%. Reaction SMILES: [CH2:1]([O:8][C:9]1[CH:14]=[CH:13][CH:12]=[CH:11][C:10]=1Br)[C:2]1[CH:7]=[CH:6][CH:5]=[CH:4][CH:3]=1.[Mg].[NH:17]1[C:25]2[C:20](=[CH:21][C:22]3[CH2:28][CH2:27][CH2:26][C:23]=3[CH:24]=2)[C:19](=[O:29])[C:18]1=[O:30].Cl>C(OCC)C.C(OCC)(=O)C.O1CCCC1>[CH2:1]([O:8][C:9]1[CH:14]=[CH:13][CH:12]=[CH:11][C:10]=1[C:19]1([OH:29])[C:20]2[C:25](=[CH:24][C:23]3[CH2:26][CH2:27][CH2:28][C:22]=3[CH:21]=2)[NH:17][C:18]1=[O:30])[C:2]1[CH:7]=[CH:6][CH:5]=[CH:4][CH:3]=1. Reported procedure: Several drops of a 6 mL diethyl ether solution of 5.3 g of 2-benzyloxybromobenzene were added to a suspension of 583 mg of magnesium in 2 mL of diethyl ether under a nitrogen atmosphere to initiate the reaction, after which the rest was gradually added dropwise at a rate at which heating reflux was maintained. Upon completion of the dropping, the reaction mixture was heated and refluxed for 2 hours in an oil bath, and then cooled to room temperature. A reagent prepared as above was gradually add... Reactants: [Li]CCCC (n-BuLi), FC1=CC=C(C(=O)C=2C=NC(=NC2)N2CCN(CC2)C(=O)OC(C)(C)C)C=C1 (tert-butyl 4-(5-(4-fluorobenzoyl)pyrimidin-2-yl)piperazine-1-carboxylate). The reagents and catalysts are [Br-].C[P+](C1=CC=CC=C1)(C1=CC=CC=C1)C1=CC=CC=C1 (methyltriphenylphosphonium bromide). The solvent is C1CCOC1 (THF). Reaction conditions: temperature -78 celsius, time 1 hour. Product: FC1=CC=C(C=C1)C(=C)C=1C=NC(=NC1)N1CCN(CC1)C(=O)OC(C)(C)C (tert-butyl 4-(5-(1-(4-fluorophenyl)vinyl)pyrimidin-2-yl)piperazine-1-carboxylate). Isolated yield 92.6%. As a reaction SMILES: [Li][CH2:2]CCC.[F:6][C:7]1[CH:33]=[CH:32][C:10]([C:11]([C:13]2[CH:14]=[N:15][C:16]([N:19]3[CH2:24][CH2:23][N:22]([C:25]([O:27][C:28]([CH3:31])([CH3:30])[CH3:29])=[O:26])[CH2:21][CH2:20]3)=[N:17][CH:18]=2)=O)=[CH:9][CH:8]=1>[Br-].C[P+](C1C=CC=CC=1)(C1C=CC=CC=1)C1C=CC=CC=1.C1COCC1>[F:6][C:7]1[CH:33]=[CH:32][C:10]([C:11]([C:13]2[CH:14]=[N:15][C:16]([N:19]3[CH2:24][CH2:23][N:22]([C:25]([O:27][C:28]([CH3:31])([CH3:30])[CH3:29])=[O:26])[CH2:21][CH2:20]3)=[N:17][CH:18]=2)=[CH2:2])=[CH:9][CH:8]=1 |f:2.3|. Procedure details: To a solution of methyltriphenylphosphonium bromide (6.0 g, 16.84 mmol) in THF (40 mL) at −78° C. was dropwise added n-BuLi (2.4 M, 7.2 mL, 17.19 mmol). After stirred at −78° C. for 1 h, tert-butyl 4-(5-(4-fluorobenzoyl)pyrimidin-2-yl)piperazine-1-carboxylate (1.3 g, 3.37 mmol) was added. The reaction mixture was stirred at RT overnight. LCMS showed the reaction was completed. The reaction was quenched with aqueous NH4Cl solution and extracted with EA (2×50 mL). The organic phases were washed wi... Procedure: 210 g of 2,3,6-trichlorobenzaldehyde were reacted with 4-chloroacetoacetic acid ethyl ester as described in Example 43. 213 g of a 3:1 isomer mixture were obtained as an oily crude product. Reactants: ClC1=C(C=O)C(=CC=C1Cl)Cl (2,3,6-trichlorobenzaldehyde), C(C)OC(CC(=O)CCl)=O (4-chloroacetoacetic acid ethyl ester). Product: C(C)OC(C(C(CCl)=O)=CC1=C(C(=CC=C1Cl)Cl)Cl)=O (2-(2,3,6-Trichlorobenzylidene)-3-oxo-4-chlorobutyric acid ethyl ester). Reaction SMILES: [Cl:1][C:2]1[C:9]([Cl:10])=[CH:8][CH:7]=[C:6]([Cl:11])[C:3]=1[CH:4]=O.[CH2:12]([O:14][C:15](=[O:21])[CH2:16][C:17]([CH2:19][Cl:20])=[O:18])[CH3:13]>>[CH2:12]([O:14][C:15](=[O:21])[C:16](=[CH:4][C:3]1[C:6]([Cl:11])=[CH:7][CH:8]=[C:9]([Cl:10])[C:2]=1[Cl:1])[C:17](=[O:18])[CH2:19][Cl:20])[CH3:13]. Starting materials: OC1=CC=C(C=C1)N1C(O[C@@H](C1)COC)=O (3-(4-hydroxyphenyl)-5(S)-methoxymethyl-2-oxazolidinone). Solvent: CO (CH3OH). Yields the product OC1=CC=C(C=C1)N1C(O[C@H](C1)COC)=O (3-(4-hydroxyphenyl)-5(R)-methoxymethyl-2-oxazolidinone). RXN SMILES: [OH:1][C:2]1[CH:7]=[CH:6][C:5]([N:8]2[CH2:12][C@@H:11]([CH2:13][O:14][CH3:15])[O:10][C:9]2=[O:16])=[CH:4][CH:3]=1>CO>[OH:1][C:2]1[CH:3]=[CH:4][C:5]([N:8]2[CH2:12][C@H:11]([CH2:13][O:14][CH3:15])[O:10][C:9]2=[O:16])=[CH:6][CH:7]=1. Procedure details: the 3-(4-hydroxyphenyl)-5(S)-methoxymethyl-2-oxazolidinone derivative (code number MD 200717): m.p.: 114° C.; [α]D20 =+66° (c=1, CH3OH), The reactants are NCCSCC1=NC=CC=N1 (2-[(2-aminoethyl)thiomethyl]pyrimidine), CN=C=O (methyl isocyanate). Product: CNC(=O)NCCSCC1=NC=CC=N1 (N-Methyl-N'-[2-(2-pyrimidylmethylthio)ethyl]urea). Reaction SMILES: [NH2:1][CH2:2][CH2:3][S:4][CH2:5][C:6]1[N:11]=[CH:10][CH:9]=[CH:8][N:7]=1.[CH3:12][N:13]=[C:14]=[O:15]>>[CH3:12][NH:13][C:14]([NH:1][CH2:2][CH2:3][S:4][CH2:5][C:6]1[N:7]=[CH:8][CH:9]=[CH:10][N:11]=1)=[O:15]. Reported procedure: By the procedure of Example 24, 2-[(2-aminoethyl)thiomethyl]pyrimidine is reacted with methyl isocyanate to give the title compound.